This data is from the Open Reaction Database (ORD), a public repository of structured organic reaction records. The task is: describe an organic reaction: reactants, conditions, products, and yield Starting materials: O (Water), ClC=1N(C(C=C(N1)C1=NC(=NC=C1)C1=CC=CC=C1)=O)C (2-chloro-1-methyl-2′-phenyl-1H-[4,4′]bipyrimidinyl-6-one), Cl.C[C@H]1NCCOC1 ((3R)-3-Methyl-morpholine hydrochloride), C(C)(C)N(CC)C(C)C (diisopropylethylamine). Solvent: CN(C=O)C (N,N-dimethylformamide). Yields the product CN1C(=NC(=CC1=O)C1=NC(=NC=C1)C1=CC=CC=C1)N1[C@@H](COCC1)C (1-methyl-2-((3R)-3-methyl-morpholin-4-yl)-2′-phenyl-1H-[4,4′]bipyrimidinyl-6-one). Isolated yield 89.2%. Reaction SMILES: Cl[C:2]1[N:3]([CH3:21])[C:4](=[O:20])[CH:5]=[C:6]([C:8]2[CH:13]=[CH:12][N:11]=[C:10]([C:14]3[CH:19]=[CH:18][CH:17]=[CH:16][CH:15]=3)[N:9]=2)[N:7]=1.Cl.[CH3:23][C@@H:24]1[CH2:29][O:28][CH2:27][CH2:26][NH:25]1.C(N(C(C)C)CC)(C)C.O>CN(C)C=O>[CH3:21][N:3]1[C:4](=[O:20])[CH:5]=[C:6]([C:8]2[CH:13]=[CH:12][N:11]=[C:10]([C:14]3[CH:19]=[CH:18][CH:17]=[CH:16][CH:15]=3)[N:9]=2)[N:7]=[C:2]1[N:25]1[CH2:26][CH2:27][O:28][CH2:29][C@H:24]1[CH3:23] |f:1.2|. Procedure: A solution of 2-chloro-1-methyl-2′-phenyl-1H-[4,4′]bipyrimidinyl-6-one (149 mg, 0.50 mmol), (3R)-3-Methyl-morpholine hydrochloride (83 mg, 0.82 mmol), and diisopropylethylamine (0.313 ml, 1.8 mmol) in N,N-dimethylformamide (2.0 ml) was stirred at 80° C. Water was added to the solution and the precipitate was filtered, washed with water and diethyl ether, and dried to afford 1-methyl-2-((3R)-3-methyl-morpholin-4-yl)-2′-phenyl-1H-[4,4′]bipyrimidinyl-6-one (162 mg, quant.). The reactants are C1CCOC1, C[Si](C)(C)[O-], COC(=O)C(C)(F)c1ccccn1, [K+]. Product: CC(F)(C(=O)O)c1ccccn1. As a reaction SMILES: [CH2:20]1[O:21][CH2:22][CH2:23][CH2:24]1.[CH3:14][Si:15]([CH3:16])([CH3:17])[O-:18].[F:1][C:2]([C:3](=[O:4])[O:5][CH3:6])([CH3:7])[c:8]1[n:9][cH:10][cH:11][cH:12][cH:13]1.[K+:19]>>[F:1][C:2]([C:3](=[O:4])[OH:5])([CH3:7])[c:8]1[n:9][cH:10][cH:11][cH:12][cH:13]1.